From a dataset of the Open Reaction Database (ORD), a public repository of structured organic reaction records. describe an organic reaction: reactants, conditions, products, and yield The reactants are OB(O)F, OB(O)F, OB(O)F, OB(O)F, O=C1CCC(=O)N1Br, COC, Cc1cccc(O)c1C(=O)O, CC#N, [Na+], O=S(=O)([O-])O. Yields the product Cc1c(Br)ccc(O)c1C(=O)O. Reaction SMILES: [B:15]([F:16])([OH:17])[OH:18].[B:19]([F:20])([OH:21])[OH:22].[B:23]([F:24])([OH:25])[OH:26].[B:27]([F:28])([OH:29])[OH:30].[Br:31][N:32]1[C:33](=[O:34])[CH2:35][CH2:36][C:37]1=[O:38].[CH3:12][O:13][CH3:14].[CH3:1][c:2]1[cH:3][cH:4][cH:5][c:6]([OH:7])[c:8]1[C:9]([OH:10])=[O:11].[CH3:45][C:46]#[N:47].[Na+:44].[S:39](=[O:40])(=[O:41])([OH:42])[O-:43]>>[CH3:1][c:2]1[c:3]([Br:31])[cH:4][cH:5][c:6]([OH:7])[c:8]1[C:9]([OH:10])=[O:11]. Starting materials: CC(=O)O, CC(=O)O, CC1(C)CCCC(C)(C)N1O, ClCCl, Ic1ccccc1, [Na+], [Na+], O=S([O-])([O-])=S, CC(C)(C)OC(=O)N1CCC(CCO)CC1. Yields the product CC(C)(C)OC(=O)N1CCC(CC=O)CC1. Reaction SMILES: [C:28]([OH:29])(=[O:30])[CH3:31].[C:32]([OH:33])(=[O:34])[CH3:35].[CH3:17][C:18]1([CH3:27])[N:19]([O:20])[C:21]([CH3:22])([CH3:23])[CH2:24][CH2:25][CH2:26]1.[Cl:50][CH2:51][Cl:52].[I:36][c:37]1[cH:38][cH:39][cH:40][cH:41][cH:42]1.[Na+:43].[Na+:44].[O-:45][S:46]([O-:47])(=[S:48])=[O:49].[OH:1][CH2:2][CH2:3][CH:4]1[CH2:5][CH2:6][N:7]([C:10](=[O:11])[O:12][C:13]([CH3:14])([CH3:15])[CH3:16])[CH2:8][CH2:9]1>>[O:1]=[CH:2][CH2:3][CH:4]1[CH2:5][CH2:6][N:7]([C:10](=[O:11])[O:12][C:13]([CH3:14])([CH3:15])[CH3:16])[CH2:8][CH2:9]1. Starting materials: ClC1C(CCCCC1)=O (2-chlorocycloheptanone), C(C1=CC=CC=C1)OC1=CC=C2C(=N1)NC=N2 (5-(benzyloxy)-3H-imidazo[4,5-b]pyridine). The product is OC1=CC=C2C(=N1)N(C=N2)C2C(CCCCC2)=O (2-(5-Hydroxy-3H-imidazo[4,5-b]pyridin-3-yl)cycloheptanone). Reaction SMILES: Cl[CH:2]1[CH2:8][CH2:7][CH2:6][CH2:5][CH2:4][C:3]1=[O:9].C([O:17][C:18]1[N:23]=[C:22]2[NH:24][CH:25]=[N:26][C:21]2=[CH:20][CH:19]=1)C1C=CC=CC=1>>[OH:17][C:18]1[N:23]=[C:22]2[N:24]([CH:2]3[CH2:8][CH2:7][CH2:6][CH2:5][CH2:4][C:3]3=[O:9])[CH:25]=[N:26][C:21]2=[CH:20][CH:19]=1. Procedure: From 2-chlorocycloheptanone and 5-(benzyloxy)-3H-imidazo[4,5-b]pyridine, prepared in a similar manner as the one described in Example 1.11, the title compound was obtained. LCMS m/z=246.1 [M+H]+; 1H NMR (400 MHz, DMSO-d6) δ ppm 1.40-1.50 (m, 1H), 1.70-2.10 (m, 5H), 2.25-2.40 (m, 2H), 2.55-2.65 (m, 1H), 2.75-2.85 (m, 1H), 5.67 (dd, J1=9.5 Hz, J2=4.3 Hz, 1H), 6.77 (d, J=8.7 Hz, 1H), 8.08 (d, J=8.7 Hz, 1H), 8.88 (s, 1H). Starting materials: ( 11 ), C(CCC)N (butylamine), solution, C[Al](C)C (trimethylaluminum), C(C)OC(=O)C(=CC1C(N(C(O1)(C)C)C(=O)OC(C)(C)C)CC1CCCCC1)C(C)C (5-[2-[(ethoxy)carbonyl]-3-methyl-1-butenyl]-4-(cyclohexylmethyl)-2,2-dimethyl-3-oxazolidinecarboxylic acid, 1,1-dimethylethyl ester), Cl (HCl). Run in C(Cl)(Cl)Cl (CHCl3), CCCCCC (hexane), ClCCCl (1,2-dichloroethane), ClCCCl (1,2-dichloroethane). Reaction conditions: temperature 70 celsius, time 1 hour. The product is C(CCC)NC(=O)C(=CC1C(N(C(O1)(C)C)C(=O)OC(C)(C)C)CC1CCCCC1)C(C)C (5-[2-[(Butylamino)carbonyl]-3-methyl-1-butenyl]-4-(cyclohexylmethyl)-2,2-dimethyl-3-oxazolidinecarboxylic acid, 1,1-dimethylethyl ester). Yield: 87.8%. As a reaction SMILES: C[Al](C)C.[CH2:5]([NH2:9])[CH2:6][CH2:7][CH3:8].C([O:12][C:13]([C:15]([CH:38]([CH3:40])[CH3:39])=[CH:16][CH:17]1[O:21][C:20]([CH3:23])([CH3:22])[N:19]([C:24]([O:26][C:27]([CH3:30])([CH3:29])[CH3:28])=[O:25])[CH:18]1[CH2:31][CH:32]1[CH2:37][CH2:36][CH2:35][CH2:34][CH2:33]1)=O)C.Cl>CCCCCC.C(Cl)(Cl)Cl.ClCCCl>[CH2:5]([NH:9][C:13]([C:15]([CH:38]([CH3:40])[CH3:39])=[CH:16][CH:17]1[O:21][C:20]([CH3:23])([CH3:22])[N:19]([C:24]([O:26][C:27]([CH3:28])([CH3:29])[CH3:30])=[O:25])[CH:18]1[CH2:31][CH:32]1[CH2:33][CH2:34][CH2:35][CH2:36][CH2:37]1)=[O:12])[CH2:6][CH2:7][CH3:8]. Reported procedure: The procedure of Poss, M. A. and Reid, J. A. (Tet. Lett. 1992, 33 (11), 1411-14) was used. A 2.0M solution of trimethylaluminum (1.25 mL, 2.5 mmol) in hexane was added to a 1,2-dichloroethane (1.25 mL) solution containing butylamine (0.25 mL, 2.5 mmol) at r.t. and stirred for one h. A 1,2-dichloroethane (1.25 mL) solution containing 5-[2-[(ethoxy)carbonyl]-3-methyl-1-butenyl]-4-(cyclohexylmethyl)-2,2-dimethyl-3-oxazolidinecarboxylic acid, 1,1-dimethylethyl ester (424 mg, 1.0 mmol) was added to t... Yield: 83.5%. The solvent is ClCCl (dichloromethane). Yields the product O[C@H]1C(N(CC1)CC#CCN1CCCC1)=O ((R)-3-Hydroxy-1-[4-(1-pyrrolidinyl)-2-butynyl]-2-pyrrolidinone). RXN SMILES: [N+](C1C=CC(C([O:10][C@@H:11]2[CH2:15][CH2:14][N:13]([CH2:16][C:17]#[C:18][CH2:19][N:20]3[CH2:24][CH2:23][CH2:22][CH2:21]3)[C:12]2=[O:25])=O)=CC=1)([O-])=O.C(=O)([O-])[O-].[K+].[K+].CO>ClCCl>[OH:10][C@@H:11]1[CH2:15][CH2:14][N:13]([CH2:16][C:17]#[C:18][CH2:19][N:20]2[CH2:21][CH2:22][CH2:23][CH2:24]2)[C:12]1=[O:25] |f:1.2.3|. Run at time 2 hour. The reactants are [N+](=O)([O-])C1=CC=C(C(=O)O[C@H]2C(N(CC2)CC#CCN2CCCC2)=O)C=C1 ((R)-3-[(4-Nitrobenzoyl)oxy]-1-[4-(1-pyrrolidinyl)-2-butynyl]-2-pyrrolidinone), C([O-])([O-])=O.[K+].[K+] (potassium carbonate), CO (methanol). Procedure details: A mixture of 1.6 g of (R)-3-[(4-Nitrobenzoyl)oxy]-1-[4-(1-pyrrolidinyl)-2-butynyl]-2-pyrrolidinone, 1.6 g of potassium carbonate and 60 ml of methanol was stirred for 2 hours, diluted with dichloromethane and filtered. The filtrate was concentrated to dryness. The residue was chromatographed (alumina) to give 0.8 g of the desired product as an off white solid; mp 81°-85° C. Reactants: CC(C)(C)[Si](C)(C)OC1CCC(n2cc(B(O)O)cn2)CC1, O=C([O-])[O-], C1COCCO1, Nc1ncc(I)c2cc(Cl)oc12, [K+], [K+], O. Yields the product CC(C)(C)[Si](C)(C)OC1CCC(n2cc(-c3cnc(N)c4oc(Cl)cc34)cn2)CC1. As a reaction SMILES: [C:13]([CH3:14])([CH3:15])([CH3:16])[Si:17]([O:18][CH:19]1[CH2:20][CH2:21][CH:22]([n:25]2[n:26][cH:27][c:28]([B:30]([OH:31])[OH:32])[cH:29]2)[CH2:23][CH2:24]1)([CH3:33])[CH3:34].[C:35](=[O:36])([O-:37])[O-:38].[CH2:41]1[O:42][CH2:43][CH2:44][O:45][CH2:46]1.[Cl:1][c:2]1[cH:3][c:4]2[c:5]([c:6]([NH2:11])[n:7][cH:8][c:9]2[I:10])[o:12]1.[K+:39].[K+:40].[OH2:47]>>[Cl:1][c:2]1[cH:3][c:4]2[c:5]([c:6]([NH2:11])[n:7][cH:8][c:9]2-[c:28]2[cH:27][n:26][n:25]([CH:22]3[CH2:21][CH2:20][CH:19]([O:18][Si:17]([C:13]([CH3:14])([CH3:15])[CH3:16])([CH3:33])[CH3:34])[CH2:24][CH2:23]3)[cH:29]2)[o:12]1. Starting materials: BrCCOC1=CC=C(C=C1)OC(F)(F)F (1-(2-Bromoethoxy)-4-(trifluoromethoxy)benzene), CO.CN (methylamine methanol). Run in CO (methanol). Product: CNCCOC1=CC=C(C=C1)OC(F)(F)F (N-methyl-N-[2-(4-trifluoromethoxyphenoxy)ethyl]amine). Isolated yield 79.0%. RXN SMILES: Br[CH2:2][CH2:3][O:4][C:5]1[CH:10]=[CH:9][C:8]([O:11][C:12]([F:15])([F:14])[F:13])=[CH:7][CH:6]=1.CO.[CH3:18][NH2:19]>CO>[CH3:18][NH:19][CH2:2][CH2:3][O:4][C:5]1[CH:10]=[CH:9][C:8]([O:11][C:12]([F:15])([F:14])[F:13])=[CH:7][CH:6]=1 |f:1.2|. Reported procedure: 1-(2-Bromoethoxy)-4-(trifluoromethoxy)benzene (2.2 g, 7.72 mmol) was dissolved in methanol (20 ml), to which 40% methylamine methanol solution (20 ml) was added, and the mixture was heated under reflux for 5 hours. The reaction mixture was concentrated under reduced pressure, and the residue was dissolved in methylene chloride, and the mixture was washed with saturated sodium hydrogencarbonate aqueous solution. The organic layer was dried over magnesium sulfate, and filtered, and the filtrate wa... The reactants are CC(C(=O)OC(C)(C)C)(C)NC(=O)NC1=CC(=C(C=C1)SC)C(F)(F)F (tert-Butyl 2-methyl-2-[3-(4-methylsulfanyl-3-trifluoromethylphenyl)ureido]propionate), Cl (hydrochloric acid). Solvent: O1CCCC1 (tetrahydrofuran). Run at temperature 80 celsius, time 2 hour. The product is CC1(C(N(C(N1)=O)C1=CC(=C(C=C1)SC)C(F)(F)F)=O)C (5,5-dimethyl-3-(4-methylsulfanyl-3-trifluoromethylphenyl)-imidazolidine-2,4-dione). The yield is 90.0%. As a reaction SMILES: [CH3:1][C:2]([NH:11][C:12]([NH:14][C:15]1[CH:20]=[CH:19][C:18]([S:21][CH3:22])=[C:17]([C:23]([F:26])([F:25])[F:24])[CH:16]=1)=[O:13])([CH3:10])[C:3](OC(C)(C)C)=[O:4].Cl>O1CCCC1>[CH3:1][C:2]1([CH3:10])[NH:11][C:12](=[O:13])[N:14]([C:15]2[CH:20]=[CH:19][C:18]([S:21][CH3:22])=[C:17]([C:23]([F:26])([F:25])[F:24])[CH:16]=2)[C:3]1=[O:4]. Procedure details: Compound 114.1 can be prepared by process “A”. To this end, 1.04 g of 4-methylsulfanyl-3-trifluoromethylphenylamine were dissolved in 25 ml of dry acetonitrile. This solution was added dropwise with stirring to a 20% solution, heated to 70° C., of phosgene in toluene, and then stirred at 80° C. for 2 h. The cooled reaction solution was concentrated under reduced pressure, and the residue was taken up with toluene and concentrated again under reduced pressure. Finally, the residue was dissolved i... The reactants are S(=O)([O-])S(=O)[O-].[Na+].[Na+] (sodium dithionite), C([O-])([O-])=O.[Na+].[Na+] (sodium carbonate), ClC1=C(C(=O)OC)C=CC=C1[N+](=O)[O-] (methyl 2-chloro-3-nitrobenzoate). Run in O (water), CO (methanol), O1CCCC1 (tetrahydrofuran). Conditions: time 30 minute. Yields the product ClC1=C(C(=O)OC)C=CC=C1N (methyl 2-chloro-3-aminobenzoate). Isolated yield 23.2%. RXN SMILES: S(S([O-])=O)([O-])=O.[Na+].[Na+].C(=O)([O-])[O-].[Na+].[Na+].[Cl:15][C:16]1[C:25]([N+:26]([O-])=O)=[CH:24][CH:23]=[CH:22][C:17]=1[C:18]([O:20][CH3:21])=[O:19]>O.CO.O1CCCC1>[Cl:15][C:16]1[C:25]([NH2:26])=[CH:24][CH:23]=[CH:22][C:17]=1[C:18]([O:20][CH3:21])=[O:19] |f:0.1.2,3.4.5|. Reported procedure: A solution of sodium dithionite (14.0 g, 20.0 mM) and sodium carbonate (6.7 g) in 200 mL of water was slowly added to a solution of methyl 2-chloro-3-nitrobenzoate (6.0 g, 27.9 mM) in 40 mL methanol and 40 mL of tetrahydrofuran at 25° C. over 30 minutes. The mixture was stirred at room temperature for an additional 30 minutes, then extracted with ethyl acetate. The extracts were washed with brine, dried over sodium sulfate, filtered and concentrated to afford 1.2 g (33%) of methyl 2-chloro-3-ami... Solvent: O1CCOCC1 (dioxane), O (water), O (water), O (water). Reaction SMILES: N[C:2]1[CH:11]=[C:10]2[C:5]([C:6]3[C:23](=[O:24])[C:22]4[CH:21]=[C:20]([O:25][CH3:26])[CH:19]=[CH:18][C:17]=4[C:7]=3[N:8]([CH2:13][CH2:14][CH2:15][Br:16])[C:9]2=[O:12])=[CH:4][CH:3]=1.Cl.N([O-])=O.[Na+].[I-:32].[K+]>O1CCOCC1.O.[Cu]I>[Br:16][CH2:15][CH2:14][CH2:13][N:8]1[C:7]2[C:17]3[CH:18]=[CH:19][C:20]([O:25][CH3:26])=[CH:21][C:22]=3[C:23](=[O:24])[C:6]=2[C:5]2[C:10](=[CH:11][C:2]([I:32])=[CH:3][CH:4]=2)[C:9]1=[O:12] |f:2.3,4.5|. The product is BrCCCN1C(C2=CC(=CC=C2C2=C1C=1C=CC(=CC1C2=O)OC)I)=O (6-(3-Bromopropyl)-3-iodo-9-methoxy-5H-indeno[1,2-c]isoquinoline-5,11(6H)-dione), solid. Conditions: temperature 0 celsius, time 10 minute. Reactants: NC1=CC=C2C3=C(N(C(C2=C1)=O)CCCBr)C=1C=CC(=CC1C3=O)OC (3-Amino-6-(3-bromopropyl)-9-methoxy-5H-indeno[1,2-c]isoquinoline-5,11(6H)-dione), [I-].[K+] (potassium iodide), N(=O)[O-].[Na+] (sodium nitrite), Cl (hydrochloric acid). The reagents and catalysts are [Cu]I (copper (I) iodide). Procedure details: 3-Amino-6-(3-bromopropyl)-9-methoxy-5H-indeno[1,2-c]isoquinoline-5,11(6H)-dione (81, 420 mg, 1.01 mmol) was dissolved in dioxane (10 mL). Concentrated hydrochloric acid (0.65 mL, 3.3 mmol) was added and the reaction mixture was stirred for 10 min and then cooled down to 0° C. A solution of sodium nitrite (114 mg, 1.65 mmol) in water (5 mL) was slowly added with stirring while the temperature was −20° C. The reaction mixture was stirred for 30 min and then slowly added to a solution of copper (I)... Yield: 76.0%.